From a dataset of the Open Reaction Database (ORD), a public repository of structured organic reaction records. describe an organic reaction: reactants, conditions, products, and yield Starting materials: ice, O=P(Cl)(Cl)Cl (POCl3), CN(C)C=O (DMF), CC1=C(O)C=CC=C1O (2-methylresorcinol), CN(C)C=O (DMF), [OH-].[Na+] (sodium hydroxide), Cl (HCl). Solvent: O (water). Conditions: time 12 hour. The product is OC1=C(C=O)C=CC(=C1C)O (2,4-Dihydroxy-3-methylbenzaldehyde). Reaction SMILES: O=P(Cl)(Cl)Cl.[CH3:6][C:7]1[C:13]([OH:14])=[CH:12][CH:11]=[CH:10][C:8]=1[OH:9].[OH-].[Na+].Cl.CN([CH:21]=[O:22])C>O>[OH:9][C:8]1[C:7]([CH3:6])=[C:13]([OH:14])[CH:12]=[CH:11][C:10]=1[CH:21]=[O:22] |f:2.3|. Reported procedure: To an ice-cooled solution of POCl3 (4.9 g, 32.2 mmol) in dry DMF (10.0 mL, 64.4 mmol) was slowly added a solution of 2-methylresorcinol (2.0 g, 16.1 mmol) in dry DMF (5.0 mL). After stirring at room temperature for 12 h, the mixture was cooled to 0° C. and then carefully treated with iced water (15 mL). 2 M sodium hydroxide was added to adjust pH to 10. The resulting mixture was heated to reflux for 10 min. Then, the mixture was acidified by 3 M HCl (pH=3). The resulting solid was collected by f... The reactants are C(C)N1CCC2=C(CC1)C=C(C=C2)N (3-Ethyl-2,3,4,5-tetrahydro-1H-benzo[d]azepin-7-ylamine), ClC=1C(=NC(=NC1)NC=1C=CC2=C(CCC(CC2)(F)F)C1)NC1=C(C=CC=C1)C=1N(C=CN1)C.FC1(CCC2=C(CC1)C=C(C=C2)N)F (7,7-Difluoro-6,7,8,9-tetrahydro-5H-benzocyclohepten-2-ylamine 5-Chloro-N*2*-(7,7-difluoro-6,7,8,9-tetrahydro-5H-benzocyclohepten-2-yl)-N*4*-[2-(1-methyl-1H-imidazol-2-yl)-phenyl]-pyrimidine-2,4-diamine). The product is ClC=1C(=NC(=NC1)NC=1C=CC2=C(CCC(CC2)(F)F)C1)NC1=C(C=CC=C1)C=1N(C=CN1)C (5-Chloro-N*2*-(7,7-difluoro-6,7,8,9-tetrahydro-5H-benzocyclohepten-2-yl)-N*4*-[2-(1-methyl-1H-imidazol-2-yl)-phenyl]-pyrimidine-2,4-diamine). RXN SMILES: C(N1CCC2C=C(N)C=CC=2CC1)C.[Cl:15][C:16]1[C:17]([NH:36][C:37]2[CH:42]=[CH:41][CH:40]=[CH:39][C:38]=2[C:43]2[N:44]([CH3:48])[CH:45]=[CH:46][N:47]=2)=[N:18][C:19]([NH:22][C:23]2[CH:24]=[CH:25][C:26]3[CH2:32][CH2:31][C:30]([F:34])([F:33])[CH2:29][CH2:28][C:27]=3[CH:35]=2)=[N:20][CH:21]=1.FC1(F)CCC2C=C(N)C=CC=2CC1>>[Cl:15][C:16]1[C:17]([NH:36][C:37]2[CH:42]=[CH:41][CH:40]=[CH:39][C:38]=2[C:43]2[N:44]([CH3:48])[CH:45]=[CH:46][N:47]=2)=[N:18][C:19]([NH:22][C:23]2[CH:24]=[CH:25][C:26]3[CH2:32][CH2:31][C:30]([F:34])([F:33])[CH2:29][CH2:28][C:27]=3[CH:35]=2)=[N:20][CH:21]=1 |f:1.2|. Procedure details: Example 219 was synthesized analogously to Example 216 replacing 3-Ethyl-2,3,4,5-tetrahydro-1H-benzo[d]azepin-7-ylamine with 7,7-Difluoro-6,7,8,9-tetrahydro-5H-benzocyclohepten-2-ylamine 5-Chloro-N*2*-(7,7-difluoro-6,7,8,9-tetrahydro-5H-benzocyclohepten-2-yl)-N*4*-[2-(1-methyl-1H-imidazol-2-yl)-phenyl]-pyrimidine-2,4-diamine was isolated as a foam. LC/MS (ESI)=481.96 (M+H). 1H NMR (400 MHz, DMSO, d6) δ 9.09 (m, 2H), 8.12 (s, 1H), 7.74 (m, 5H), 7.56 (m, 1H), 7.41 (s, 1H), 7.26 (m, 1H), 6.99 (d, 1... Reactants: [OH-].[Na+] (Sodium hydroxide), [C@]12(C(=O)CC(CC1)C2(C)C)C ((1R)(+)camphor), Cl.NO (hydroxylamine hydrochloride). The solvent is C(C)O (ethanol), O (water), O (water). Reaction conditions: time 7 hour. Product: [C@]12(C(CC(CC1)C2(C)C)=NO)C ((1R)-Camphoroxime). As a reaction SMILES: [OH-:1].[Na+].[C@:3]12([CH3:13])[C:10]([CH3:12])([CH3:11])[CH:7]([CH2:8][CH2:9]1)[CH2:6][C:4]2=O.Cl.[NH2:15]O>C(O)C.O>[C@:3]12([CH3:13])[C:10]([CH3:12])([CH3:11])[CH:7]([CH2:8][CH2:9]1)[CH2:6][C:4]2=[N:15][OH:1] |f:0.1,3.4|. Procedure details: Sodium hydroxide (15.03 g; 375.50 mmol) is added carefully to a solution, which is boiling under reflux, of (1R)(+)camphor (10.01 g; 65.86 mmol) and hydroxylamine hydrochloride (10.04 g; 144.46 mmol) in 150 ml of ethanol and 20 ml of water. After 7 hours, the reaction solution is cooled down, diluted with water and filtered. The filtrate is brought to a pH of 5-6 using acetic acid. After renewed filtration, the oxime 19 is obtained (3.81 g, 35% of theory) (m.p. 188°-20° C.). Reactants: BrC1=CC=C(C(=N1)[C@H]([C@@H](C1=CC=CC=C1)O)NC(OC(C)(C)C)=O)F (tert-butyl (1R,2R)-1-(6-bromo-3-fluoropyridin-2-yl)-2-hydroxy-2-phenylethylcarbamate), C(=O)(N1C=NC=C1)N1C=NC=C1 (carbonyldiimidazole). Solvent: FC(C(=O)O)(F)F (trifluoroacetic acid). Run at temperature 0 celsius, time 2 hour. The product is BrC1=CC=C(C(=N1)[C@H]1NC(O[C@@H]1C1=CC=CC=C1)=O)F ((4R,5R)-4-(6-bromo-3-fluoropyridin-2-yl)-5-phenyloxazolidin-2-one). RXN SMILES: [Br:1][C:2]1[N:7]=[C:6]([C@@H:8]([NH:17][C:18](=[O:24])[O:19]C(C)(C)C)[C@H:9](O)[C:10]2[CH:15]=[CH:14][CH:13]=[CH:12][CH:11]=2)[C:5]([F:25])=[CH:4][CH:3]=1.C(N1C=CN=C1)(N1C=CN=C1)=O>FC(F)(F)C(O)=O>[Br:1][C:2]1[N:7]=[C:6]([C@@H:8]2[C@@H:9]([C:10]3[CH:11]=[CH:12][CH:13]=[CH:14][CH:15]=3)[O:19][C:18](=[O:24])[NH:17]2)[C:5]([F:25])=[CH:4][CH:3]=1. Procedure: Optically-enriched tert-butyl (1R,2R)-1-(6-bromo-3-fluoropyridin-2-yl)-2-hydroxy-2-phenylethylcarbamate (208 mg, 0.506 mmol) was dissolved in trifluoroacetic acid (25% in dichloromethane, 10 mL). After 2 h at room temperature, the reaction was concentrated. The resulting residue was loaded onto a strong cation exchange cartridge which was flushed with several volumes of methanol and discarded. The product was eluted with 2M ammonia in methanol and concentrated. The resulting residue was suspende... The reactants are BrC=1C=C(C(=O)OC(C)(C)C)C=C(C1)C1=NO[C@@H](C1)C1=NC=CC=C1 (tert-butyl 3-bromo-5-[(5S)-5-pyridin-2-yl-4,5-dihydroisoxazol-3-yl]benzoate), [Br-].CC=1C=CC(=NC1)[Zn+] (5-methyl-2-pyridylzinc bromide), [K+].[K+].[K+].C(CN(CC(=O)[O-])CC(=O)[O-])N(CC(=O)O)CC(=O)[O-] (ethylenediaminetetraacetic acid tripotassium salt), ClCCl (dichloromethane). Procedure: To a solution of tert-butyl 3-bromo-5-[(5S)-5-pyridin-2-yl-4,5-dihydroisoxazol-3-yl]benzoate (19.95 g, 49.5 mmol) and bis(tri-tert-butylphosphine)palladium(0) (0.76 g, 1.48 mmol) in dioxane (247 mL) was added 5-methyl-2-pyridylzinc bromide (0.5 M in THF; 198 mL, 99 mmol). The reaction mixture was heated to 75° C. After 1 h, the reaction was cooled to ambient temperature. Aqueous ethylenediaminetetraacetic acid tripotassium salt (0.4 M, 200 mL) and dichloromethane (200 mL) were added. The mixture... The product is CC=1C=CC(=NC1)C=1C=C(C(=O)OC(C)(C)C)C=C(C1)C1=NO[C@@H](C1)C1=NC=CC=C1 (tert-Butyl 3-(5-methylpyridin-2-yl)-5-[(5S)-5-pyridin-2-yl-4,5-dihydroisoxazol-3-yl]benzoate). Solvent: O1CCOCC1 (dioxane). Reaction SMILES: Br[C:2]1[CH:3]=[C:4]([CH:12]=[C:13]([C:15]2[CH2:19][C@@H:18]([C:20]3[CH:25]=[CH:24][CH:23]=[CH:22][N:21]=3)[O:17][N:16]=2)[CH:14]=1)[C:5]([O:7][C:8]([CH3:11])([CH3:10])[CH3:9])=[O:6].[Br-].[CH3:27][C:28]1[CH:29]=[CH:30][C:31]([Zn+])=[N:32][CH:33]=1.[K+].[K+].[K+].C(N(CC([O-])=O)CC(O)=O)CN(CC([O-])=O)CC([O-])=O.ClCCl>O1CCOCC1.CC(C)([P](C(C)(C)C)([Pd][P](C(C)(C)C)(C(C)(C)C)C(C)(C)C)C(C)(C)C)C>[CH3:27][C:28]1[CH:29]=[CH:30][C:31]([C:2]2[CH:3]=[C:4]([CH:12]=[C:13]([C:15]3[CH2:19][C@@H:18]([C:20]4[CH:25]=[CH:24][CH:23]=[CH:22][N:21]=4)[O:17][N:16]=3)[CH:14]=2)[C:5]([O:7][C:8]([CH3:11])([CH3:10])[CH3:9])=[O:6])=[N:32][CH:33]=1 |f:1.2,3.4.5.6,^1:69,75|. Conditions: temperature 75 celsius, time 1 hour. Isolated yield 90.4%. Reagents/catalysts: CC(C)([P](C(C)(C)C)([Pd][P](C(C)(C)C)(C(C)(C)C)C(C)(C)C)C(C)(C)C)C (bis(tri-tert-butylphosphine)palladium(0)). The product is Clc1cnc2ccc(NCc3ccccn3)nn12. As a reaction SMILES: [Cl:1][c:2]1[cH:3][n:4][c:5]2[n:6]1[n:7][c:8]([Cl:11])[cH:9][cH:10]2.[NH2:12][CH2:13][c:14]1[n:15][cH:16][cH:17][cH:18][cH:19]1>>[Cl:1][c:2]1[cH:3][n:4][c:5]2[n:6]1[n:7][c:8]([NH:12][CH2:13][c:14]1[n:15][cH:16][cH:17][cH:18][cH:19]1)[cH:9][cH:10]2. Starting materials: Clc1ccc2ncc(Cl)n2n1, NCc1ccccn1. Reactants: O=C1NC(=NC2=CC=CC=C12)C(=O)NCC=1C=C(C=CC1)C1=CC=C(C=C1)S(=O)(=O)N[C@@H](C(C)C)C(=O)O (N-{[3′-({[(4-oxo-3,4-dihydroquinazolin-2-yl)carbonyl]amino}methyl)biphenyl-4-yl]sulfonyl}valine), C[Si](ON)(C)C (O-(trimethylsilyl)hydroxylamine), Cl.CN(CCCN=C=NCC)C (1-[3-(dimethylamino)propyl]-3-ethyl-carbodiimide hydrochloride), ON1N=NC2=C1C=CC=C2 (1-hydroxybenzotriazole). The solvent is CN(C)C=O (DMF), C(C)(=O)OCC (ethyl acetate). Conditions: time 12 hour. Product: ONC(=O)C(C(C)C)NS(=O)(=O)C1=CC=C(C=C1)C1=CC(=CC=C1)CNC(=O)C1=NC2=CC=CC=C2C(N1)=O (N-({4′-[({1-[(hydroxyamino)carbonyl]-2-methylpropyl}amino)sulfonyl]biphenyl-3-yl}methyl)-4-oxo-3,4-dihydroquinazoline-2-carboxamide). Yield: 70.4%. RXN SMILES: [O:1]=[C:2]1[C:11]2[C:6](=[CH:7][CH:8]=[CH:9][CH:10]=2)[N:5]=[C:4]([C:12]([NH:14][CH2:15][C:16]2[CH:17]=[C:18]([C:22]3[CH:27]=[CH:26][C:25]([S:28]([NH:31][C@H:32]([C:36](O)=[O:37])[CH:33]([CH3:35])[CH3:34])(=[O:30])=[O:29])=[CH:24][CH:23]=3)[CH:19]=[CH:20][CH:21]=2)=[O:13])[NH:3]1.C[Si](C)(C)[O:41][NH2:42].Cl.CN(C)CCCN=C=NCC.ON1C2C=CC=CC=2N=N1>CN(C=O)C.C(OCC)(=O)C>[OH:41][NH:42][C:36]([CH:32]([NH:31][S:28]([C:25]1[CH:26]=[CH:27][C:22]([C:18]2[CH:19]=[CH:20][CH:21]=[C:16]([CH2:15][NH:14][C:12]([C:4]3[NH:3][C:2](=[O:1])[C:11]4[C:6](=[CH:7][CH:8]=[CH:9][CH:10]=4)[N:5]=3)=[O:13])[CH:17]=2)=[CH:23][CH:24]=1)(=[O:29])=[O:30])[CH:33]([CH3:34])[CH3:35])=[O:37] |f:2.3|. Procedure details: A suspension of N-{[3′-({[(4-oxo-3,4-dihydroquinazolin-2-yl)carbonyl]amino}methyl)biphenyl-4-yl]sulfonyl}valine obtained in Example 77 (0.080 g, 0.150 mmol), O-(trimethylsilyl)hydroxylamine (0.055 mL, 0.449 mmol), 1-[3-(dimethylamino)propyl]-3-ethyl-carbodiimide hydrochloride (0.086 g, 0.449 mmol) and 1-hydroxybenzotriazole (0.061 g, 0.449 mmol) in DMF (5 mL) was stirred at room temperature for 12 hr. The reaction mixture was diluted with ethyl acetate, and washed successively with 0.05N hydroch... Procedure: To a solution of 30 mg (0.171 mmol) of 2-propyl-7-methylimidazo[4,5-b]pyridine (Example 2, Step D) dissolved in 1 mL of dry DMF was added 11 mg of a 60% oil dispersion of NaH (1.5 eq) and the reaction mixture was stirred under an N2 atmosphere. After stirring at room temperature for 30 minutes the product from Step C (27.4 mg, 0.082 mmol) dissolved in 0.5 mL DMF was added via syringe. The reaction mixture was quenched with saturated NH4Cl solution, and the solvent was removed under in vacuo. The... The product is C(=O)(OC)\C(=C/C1=CC=C(C=C1)CN1C(=NC=2C1=NC=CC2C)CCC)\C2=CC=CC=C2 ((Z)-3-[(4-(2-carbomethoxy-2-phenylethen-1-yl)phenyl)methyl]-7-methyl-2-propyl-3H-imidazo[4,5-b]pyridine). Solvent: CN(C)C=O (DMF), CN(C)C=O (DMF). Starting materials: BrCC1=CC=C(C=C1)\C=C(/C(=O)OC)\C1=CC=CC=C1 (methyl (Z)-3-(4-bromomethylphenyl)-2-phenylpropenoate), oil, [H-].[Na+] (NaH), OC1=CC=C(C=C1)CN1C(=NC=2C1=NC=CC2C)CCC (3-(4-hydroxyphenyl)methyl-7-methyl-2-propyl-3H-imidazo[4,5-b]pyridine). Reaction SMILES: O[C:2]1[CH:7]=[CH:6][C:5]([CH2:8][N:9]2[C:13]3=[N:14][CH:15]=[CH:16][C:17]([CH3:18])=[C:12]3[N:11]=[C:10]2[CH2:19][CH2:20][CH3:21])=[CH:4][CH:3]=1.[H-].[Na+].BrCC1C=CC(/[CH:32]=[C:33](/[C:38]2[CH:43]=[CH:42][CH:41]=[CH:40][CH:39]=2)\[C:34]([O:36][CH3:37])=[O:35])=CC=1>CN(C=O)C>[C:34](/[C:33](/[C:38]1[CH:43]=[CH:42][CH:41]=[CH:40][CH:39]=1)=[CH:32]\[C:2]1[CH:7]=[CH:6][C:5]([CH2:8][N:9]2[C:13]3=[N:14][CH:15]=[CH:16][C:17]([CH3:18])=[C:12]3[N:11]=[C:10]2[CH2:19][CH2:20][CH3:21])=[CH:4][CH:3]=1)([O:36][CH3:37])=[O:35] |f:1.2|. Yield: 37.8%. Starting materials: C(CCC)(=O)OC(C(C)C)OC(=S)C (2-Methyl-1-methylthiocarbonyloxypropyl butanoate), CCCCCC (Hexane). The solvent is CC(C)(C)OC (MTBE), O (water). Reaction conditions: time 24 hour. The product is C(CCC)(=O)O[C@H](C(C)C)OC(=S)C ((1S)-2-Methyl-1-methylthiocarbonyloxypropyl butanoate). The yield is 58.0%. As a reaction SMILES: [C:1]([O:6][CH:7]([O:11][C:12]([CH3:14])=[S:13])[CH:8]([CH3:10])[CH3:9])(=[O:5])[CH2:2][CH2:3][CH3:4].CCCCCC>CC(OC)(C)C.O>[C:1]([O:6][C@@H:7]([O:11][C:12]([CH3:14])=[S:13])[CH:8]([CH3:10])[CH3:9])(=[O:5])[CH2:2][CH2:3][CH3:4]. Procedure: 2-Methyl-1-methylthiocarbonyloxypropyl butanoate (2d) (1 g) was dissolved in 20 mL of MTBE, saturated with 1% of water, 1.3 g of PLE/MPEG (7.5% , 60 mg/1 g) was added, and the mixture shaken at room temperature for 24 hrs. Hexane was added to the reaction mixture and after filtration through a CELITE® 545 pad, the organic solution was washed with water, aqueous sodium bicarbonate (NaHCO3) and brine, and dried over anhydrous sodium sulfate (Na2SO4). After evaporating the solvent under reduced pre...